This data is from the Open Reaction Database (ORD), a public repository of structured organic reaction records. The task is: describe an organic reaction: reactants, conditions, products, and yield Starting materials: N1[C@@H](CCCC1)C1=NOC(=N1)COC1CCN(CC1)C(=O)OCC1=CC=CC=C1 (benzyl 4-(3-[(2S)-2-piperidyl]-1,2,4-oxadiazol-5-ylmethoxy)-1-piperidinecarboxylate), N1C(=NC2=C1C=CC=C2)S(=O)(=O)Cl (1H-benzo[d]imidazol-2-sulfonyl chloride). Yields the product N1C(=NC2=C1C=CC=C2)S(=O)(=O)N2[C@@H](CCCC2)C2=NOC(=N2)COC2CCN(CC2)C(=O)OCC2=CC=CC=C2 (benzyl 4-(3-[(2S)-1-(1H-benzo[d]imidazol-2-ylsulfonyl)-2-piperidyl]-1,2,4-oxadiazol-5-ylmethoxy)-1-piperidinecarboxylate). Reaction SMILES: [NH:1]1[CH2:6][CH2:5][CH2:4][CH2:3][C@H:2]1[C:7]1[N:11]=[C:10]([CH2:12][O:13][CH:14]2[CH2:19][CH2:18][N:17]([C:20]([O:22][CH2:23][C:24]3[CH:29]=[CH:28][CH:27]=[CH:26][CH:25]=3)=[O:21])[CH2:16][CH2:15]2)[O:9][N:8]=1.[NH:30]1[C:34]2[CH:35]=[CH:36][CH:37]=[CH:38][C:33]=2[N:32]=[C:31]1[S:39](Cl)(=[O:41])=[O:40]>>[NH:30]1[C:34]2[CH:35]=[CH:36][CH:37]=[CH:38][C:33]=2[N:32]=[C:31]1[S:39]([N:1]1[CH2:6][CH2:5][CH2:4][CH2:3][C@H:2]1[C:7]1[N:11]=[C:10]([CH2:12][O:13][CH:14]2[CH2:15][CH2:16][N:17]([C:20]([O:22][CH2:23][C:24]3[CH:25]=[CH:26][CH:27]=[CH:28][CH:29]=3)=[O:21])[CH2:18][CH2:19]2)[O:9][N:8]=1)(=[O:40])=[O:41]. Procedure details: The title compound was prepared by a similar method to Example 1 from benzyl 4-(3-[(2S)-2-piperidyl]-1,2,4-oxadiazol-5-ylmethoxy)-1-piperidinecarboxylate [see Preparation 95] and 1H-benzo[d]imidazol-2-sulfonyl chloride [see Preparation 8]. The crude product was purified by column chromatography on silica gel eluting with a solvent gradient of 80:20 changing to 0:100, by volume, hexane:ethyl acetate, in 5% increments, to afford benzyl 4-(3-[(2S)-1-(1H-benzo[d]imidazol-2-ylsulfonyl)-2-piperidyl]-1... Reactants: COC=1C=C2CCC(CC2=CC1)CC(=O)O (2-(6-Methoxy-2-tetralinyl)acetic acid), N1CCCCC1 (piperidine), CCN=C=NCCCN(C)C (WSC), C=1C=CC2=C(C1)N=NN2O (HOBt). Run in C1CCOC1 (THF), C(C)#N (acetonitrile), O (Water), C(C)N(CC)CC (triethylamine), C(C)(=O)OCC (ethyl acetate). Conditions: time 12 hour. The product is COC=1C=C2CCC(CC2=CC1)CC(=O)N1CCCCC1 (2-(6-Methoxy-2-tetralinyl)-1-piperidino-1-ethanone). The yield is 89.7%. Reaction SMILES: [CH3:1][O:2][C:3]1[CH:4]=[C:5]2[C:10](=[CH:11][CH:12]=1)[CH2:9][CH:8]([CH2:13][C:14]([OH:16])=O)[CH2:7][CH2:6]2.[NH:17]1[CH2:22][CH2:21][CH2:20][CH2:19][CH2:18]1.CCN=C=NCCCN(C)C.C1C=CC2N(O)N=NC=2C=1>C1COCC1.C(#N)C.C(OCC)(=O)C.O.C(N(CC)CC)C>[CH3:1][O:2][C:3]1[CH:4]=[C:5]2[C:10](=[CH:11][CH:12]=1)[CH2:9][CH:8]([CH2:13][C:14]([N:17]1[CH2:22][CH2:21][CH2:20][CH2:19][CH2:18]1)=[O:16])[CH2:7][CH2:6]2. Reported procedure: 2-(6-Methoxy-2-tetralinyl)acetic acid (8.8 g) was dissolved in a mixed solution of THF (150 ml) and acetonitrile (50 ml), then piperidine (5.2 g), WSC (12 g), HOBt (6.0 g) and triethylamine (17 ml) were added to the solution, which was stirred at room temperature for 12 hours. Water was added to the reaction mixture, and extraction was conducted using ethyl acetate. The organic layer was washed with 1N hydrochloric acid, water, saturated sodium bicarbonate solution, water, and saturated aqueous ... Starting materials: CN1C(=NC=C1[N+](=O)[O-])C(=N)NNC(=S)N (1-(1-Methyl-5-nitro-2-imidazolecarboximidoyl)-3-thiosemicarbazide), Cl (hydrochloric acid). Run in O (water). The product is NC=1SC(=NN1)C=1N(C(=CN1)[N+](=O)[O-])C (2-(2-amino-1,3,4-thiadiazol-5-yl)-1-methyl-5-nitroimidazole). RXN SMILES: [CH3:1][N:2]1[C:6]([N+:7]([O-:9])=[O:8])=[CH:5][N:4]=[C:3]1[C:10]([NH:12][NH:13][C:14]([NH2:16])=[S:15])=N.Cl>O>[NH2:16][C:14]1[S:15][C:10]([C:3]2[N:2]([CH3:1])[C:6]([N+:7]([O-:9])=[O:8])=[CH:5][N:4]=2)=[N:12][N:13]=1. Reported procedure: 1-(1-Methyl-5-nitro-2-imidazolecarboximidoyl)-3-thiosemicarbazide (0.3 g.) is heated with 7 ml. of 6N hydrochloric acid for 15 minutes. The resulting solution is cooled and diluted with water. The solid is filtered, washed with water and dried affording 2-(2-amino-1,3,4-thiadiazol-5-yl)-1-methyl-5-nitroimidazole, melting point 266°-8°. Reactants: COC(=O)Cc1cnc(Cc2ccc(NC(=O)Oc3ccccc3)cc2)nc1N(C)C, CCN(C(C)C)C(C)C, OCc1ccc(F)cc1, C1CCOC1. Yields the product COC(=O)Cc1cnc(Cc2ccc(NC(=O)OCc3ccc(F)cc3)cc2)nc1N(C)C. RXN SMILES: [CH3:1][N:2]([c:3]1[n:4][c:5]([CH2:14][c:15]2[cH:16][cH:17][c:18]([NH:21][C:22](=[O:23])[O:24][c:25]3[cH:26][cH:27][cH:28][cH:29][cH:30]3)[cH:19][cH:20]2)[n:6][cH:7][c:8]1[CH2:9][C:10](=[O:11])[O:12][CH3:13])[CH3:31].[CH:41]([N:42]([CH2:43][CH3:44])[CH:45]([CH3:46])[CH3:47])([CH3:48])[CH3:49].[F:32][c:33]1[cH:34][cH:35][c:36]([CH2:37][OH:38])[cH:39][cH:40]1.[O:50]1[CH2:51][CH2:52][CH2:53][CH2:54]1>>[CH3:1][N:2]([c:3]1[n:4][c:5]([CH2:14][c:15]2[cH:16][cH:17][c:18]([NH:21][C:22](=[O:23])[O:24][CH2:37][c:36]3[cH:35][cH:34][c:33]([F:32])[cH:40][cH:39]3)[cH:19][cH:20]2)[n:6][cH:7][c:8]1[CH2:9][C:10](=[O:11])[O:12][CH3:13])[CH3:31]. Reactants: FC=1C=C(C=CC1F)NC=1C(=CC=CC1)N (N-(3,4-difluorophenyl)benzene-1,2-diamine), S(=O)(=O)(N)N (sulfamide). Solvent: COCCOCCOC (diglyme), COCCOCCOC (diglyme). Run at time 15 minute. Product: FC=1C=C(C=CC1F)N1S(NC2=C1C=CC=C2)(=O)=O (1-(3,4-difluorophenyl)-1,3-dihydro-2,1,3-benzothiadiazole2,2-dioxide). Yield: 46.7%. RXN SMILES: [F:1][C:2]1[CH:3]=[C:4]([NH:9][C:10]2[C:11]([NH2:16])=[CH:12][CH:13]=[CH:14][CH:15]=2)[CH:5]=[CH:6][C:7]=1[F:8].[S:17](N)(N)(=[O:19])=[O:18]>COCCOCCOC>[F:1][C:2]1[CH:3]=[C:4]([N:9]2[C:10]3[CH:15]=[CH:14][CH:13]=[CH:12][C:11]=3[NH:16][S:17]2(=[O:19])=[O:18])[CH:5]=[CH:6][C:7]=1[F:8]. Procedure: Dry diglyme (10 mL) was added to a flask equipped with a dropping funnel under a nitrogen atmosphere and brought to a vigorous reflux. N-(3,4-difluorophenyl)benzene-1,2-diamine (1.03 g, 4.7 mmol) and sulfamide (0.54 g, 5.6 mmol) were dissolved in 5 mL of diglyme and placed in the dropping funnel. The mixture was added dropwise to the flask over 15 minutes and then refluxing was continued for an additional 15 minutes. The mixture was cooled to ambient temperature and the reaction mixture was evap... Starting materials: N1(CCCCC1)CC1=CC(=NC=C1)OC\C=C/CNC(CCCSCCO)=O (N-[4-(4-Piperidinomethyl-2-pyridyloxy)-cis-2-butenyl]-4-(2-hydroxyethylthio)butyramide), C(C)(=O)OC(C)=O (acetic anhydride). Yields the product N1(CCCCC1)CC1=CC(=NC=C1)OC\C=C/CNC(CCCSCCOC(C)=O)=O (N-[4-(4-Piperidinomethyl-2-pyridyloxy)-cis-2-butenyl]-4-(2-acetoxyethylthio)butyramide). Isolated yield 80.0%. RXN SMILES: [N:1]1([CH2:7][C:8]2[CH:13]=[CH:12][N:11]=[C:10]([O:14][CH2:15]/[CH:16]=[CH:17]\[CH2:18][NH:19][C:20](=[O:28])[CH2:21][CH2:22][CH2:23][S:24][CH2:25][CH2:26][OH:27])[CH:9]=2)[CH2:6][CH2:5][CH2:4][CH2:3][CH2:2]1.[C:29](OC(=O)C)(=[O:31])[CH3:30]>>[N:1]1([CH2:7][C:8]2[CH:13]=[CH:12][N:11]=[C:10]([O:14][CH2:15]/[CH:16]=[CH:17]\[CH2:18][NH:19][C:20](=[O:28])[CH2:21][CH2:22][CH2:23][S:24][CH2:25][CH2:26][O:27][C:29](=[O:31])[CH3:30])[CH:9]=2)[CH2:6][CH2:5][CH2:4][CH2:3][CH2:2]1. Reported procedure: Following a procedure similar to that described in Example 2, but using N-[4-(4-piperidinomethyl-2-pyridyloxy) -cis-2-butenyl]-4-(2-hydroxyethylthio)butyramide (prepared as described in Example 3) and acetic anhydride as starting materials, in relative proportions similar to those used in that Example, the title compound, melting at 36°-40° C., was obtained in an 80% yield. Reactants: CC(C)CNC(CO)CC(C)C, Cc1cc([N+](=O)[O-])ccc1N=C=S, COC(=O)C(N)CC(C)C, [Cl-], NCCO, CC(C)CC(N)CO. The product is Cc1cc([N+](=O)[O-])ccc1N=C1SCC(CC(C)C)N1CC(C)C. RXN SMILES: [CH3:23][CH:24]([CH2:25][CH:26]([CH2:27][OH:28])[NH:29][CH2:30][CH:31]([CH3:32])[CH3:33])[CH3:34].[CH3:36][c:37]1[c:38]([N:46]=[C:47]=[S:48])[cH:39][cH:40][c:41]([N+:43](=[O:44])[O-:45])[cH:42]1.[CH3:9][O:10][C:11](=[O:12])[CH:13]([CH2:14][CH:15]([CH3:16])[CH3:17])[NH2:18].[Cl-:35].[OH:19][CH2:20][CH2:21][NH2:22].[OH:1][CH2:2][CH:3]([NH2:4])[CH2:5][CH:6]([CH3:7])[CH3:8]>>[CH3:23][CH:24]([CH2:25][CH:26]1[CH2:27][S:48][C:47](=[N:46][c:38]2[c:37]([CH3:36])[cH:42][c:41]([N+:43](=[O:44])[O-:45])[cH:40][cH:39]2)[N:29]1[CH2:30][CH:31]([CH3:32])[CH3:33])[CH3:34].